This data is from the Open Reaction Database (ORD), a public repository of structured organic reaction records. The task is: describe an organic reaction: reactants, conditions, products, and yield Reactants: COC(C1=CC=C(C=C1)O)=O (4-hydroxybenzoic acid methyl ester), CN1C(CCC1)=O (N-methylpyrrolidone), C[O-].[Na+] (sodium methylate), C(C=C(C)CCC=C(C)CCC=C(C)C)Cl (farnesyl chloride). Reagents/catalysts: [I-].C(CCC)[N+](CCCC)(CCCC)CCCC (tetrabutylammonium iodide). The solvent is CO (methanol). Conditions: temperature 160 celsius, time 7 hour. Product: COC(C1=CC=C(C=C1)OCC=C(C)CCC=C(C)CCC=C(C)C)=O (4-farnesyloxybenzoic acid methyl ester). Reaction SMILES: [CH3:1][O:2][C:3](=[O:11])[C:4]1[CH:9]=[CH:8][C:7]([OH:10])=[CH:6][CH:5]=1.CN1CCCC1=O.C[O-].[Na+].[CH2:22](Cl)[CH:23]=[C:24]([CH2:26][CH2:27][CH:28]=[C:29]([CH2:31][CH2:32][CH:33]=[C:34]([CH3:36])[CH3:35])[CH3:30])[CH3:25]>CO.[I-].C([N+](CCCC)(CCCC)CCCC)CCC>[CH3:1][O:2][C:3](=[O:11])[C:4]1[CH:9]=[CH:8][C:7]([O:10][CH2:22][CH:23]=[C:24]([CH2:26][CH2:27][CH:28]=[C:29]([CH2:31][CH2:32][CH:33]=[C:34]([CH3:35])[CH3:36])[CH3:30])[CH3:25])=[CH:6][CH:5]=1 |f:2.3,6.7|. Procedure: After removal of the methanol by distillation from a mixture of 20.0 g (131 mmol) 4-hydroxybenzoic acid methyl ester, 200 ml N-methylpyrrolidone, and 25.9 g (144 mmol) 30% sodium methylate solution in methanol, 1.1 g tetrabutylammonium iodide and 38.0 g (158 mmol) farnesyl chloride were added. This was followed by heating with stirring for 7 hours at 160° C. After cooling to room temperature, the solution was filtered off from the sodium chloride formed, evaporated under reduced pressure to dryn...